From a dataset of the Open Reaction Database (ORD), a public repository of structured organic reaction records. describe an organic reaction: reactants, conditions, products, and yield Starting materials: ClC1=C(C=CC(=C1)Cl)C(=NO)Cl (2,4-dichloro-N-hydroxybenzenecarboximidoyl chloride), ClC1=C(C=CC=C1)C#CC(O)C=1C=NC=CC1 (3-(2-chlorophenyl)-1-(3-pyridyl)-2-propyn-1-ol), C([O-])(O)=O.[Na+] (sodium bicarbonate). Solvent: C(C)(C)O (isopropyl alcohol), CCOCC (ether). Run at temperature 55 celsius. The product is ClC1=C(C=CC=C1)C1=C(C(=NO1)C1=C(C=C(C=C1)Cl)Cl)C(O)C=1C=NC=CC1 (5-(2-chlorophenyl)-3-(2,4-dichlorophenyl)-4-[(3-pyridyl)hydroxymethyl]isoxazole). Yield: 16.7%. RXN SMILES: [Cl:1][C:2]1[CH:7]=[C:6]([Cl:8])[CH:5]=[CH:4][C:3]=1[C:9](Cl)=[N:10][OH:11].[Cl:13][C:14]1[CH:19]=[CH:18][CH:17]=[CH:16][C:15]=1[C:20]#[C:21][CH:22]([C:24]1[CH:25]=[N:26][CH:27]=[CH:28][CH:29]=1)[OH:23].C(=O)(O)[O-].[Na+]>C(O)(C)C.CCOCC>[Cl:13][C:14]1[CH:19]=[CH:18][CH:17]=[CH:16][C:15]=1[C:20]1[O:11][N:10]=[C:9]([C:3]2[CH:4]=[CH:5][C:6]([Cl:8])=[CH:7][C:2]=2[Cl:1])[C:21]=1[CH:22]([C:24]1[CH:25]=[N:26][CH:27]=[CH:28][CH:29]=1)[OH:23] |f:2.3|. Procedure: A mixture of 52 mg (0.23 mmol) of 2,4-dichloro-N-hydroxybenzenecarboximidoyl chloride, 50 mg (0.21 mmol) of 3-(2-chlorophenyl)-1-(3-pyridyl)-2-propyn-1-ol, and 30 mg (0.36 mmol) of sodium bicarbonate in 3 mL of isopropyl alcohol was heated at 55° C. overnight with shaking. The reaction mixture was cooled, diluted with ether, and then washed with saturated sodium bicarbonate. The ether fraction was dried over magnesium sulfate. The drying agent was filtered off, and the ether was removed by rotoe... Starting materials: Cl\C=C/C#CCOC1=CC=CC=C1 ((Z)-5-chloro-1-phenoxy-4-pentene-2-yne), C(CCC)N (butylamine), C[Si](C)(C)C#C (trimethylsilyl acetylene). The reagents and catalysts are [Cu]I (CuI), C=1C=CC(=CC1)[P](C=2C=CC=CC2)(C=3C=CC=CC3)[Pd]([P](C=4C=CC=CC4)(C=5C=CC=CC5)C=6C=CC=CC6)([P](C=7C=CC=CC7)(C=8C=CC=CC8)C=9C=CC=CC9)[P](C=1C=CC=CC1)(C=1C=CC=CC1)C=1C=CC=CC1 (Pd(PPh3)4). Run in C1CCOC1 (THF). Reaction conditions: time 7 hour. Yields the product O(C1=CC=CC=C1)CC#C\C=C/C#C[Si](C)(C)C ((Z)-7-phenoxy-1-trimethylsilyl-3-heptene-1,5-diyne). Yield: 62.7%. Reaction SMILES: Cl/[CH:2]=[CH:3]\[C:4]#[C:5][CH2:6][O:7][C:8]1[CH:13]=[CH:12][CH:11]=[CH:10][CH:9]=1.C(N)CCC.[CH3:19][Si:20]([C:23]#[CH:24])([CH3:22])[CH3:21]>[Cu]I.C1C=CC([P]([Pd]([P](C2C=CC=CC=2)(C2C=CC=CC=2)C2C=CC=CC=2)([P](C2C=CC=CC=2)(C2C=CC=CC=2)C2C=CC=CC=2)[P](C2C=CC=CC=2)(C2C=CC=CC=2)C2C=CC=CC=2)(C2C=CC=CC=2)C2C=CC=CC=2)=CC=1.C1COCC1>[O:7]([CH2:6][C:5]#[C:4]/[CH:3]=[CH:2]\[C:24]#[C:23][Si:20]([CH3:22])([CH3:21])[CH3:19])[C:8]1[CH:13]=[CH:12][CH:11]=[CH:10][CH:9]=1 |^1:30,32,51,70|. Reported procedure: To a 1 L flask under Argon was added CuI (5.24 g, 27 mmol) and Pd(PPh3)4 (4.9 g, 4 mmol) and the catalyst covered with 500 mL of degassed THF. To this solution was added the product of step (a) (42.7 g, 220 mmol) and degassed butylamine (44 mL, 440 mmol). To this solution was added trimethylsilyl acetylene (29 g, 290 mmol) and the reaction mixture was stirred for 7 h. Air was bubbled through the solution for 15 min and the reaction mixture filtered through celite and washed with pentane. The fil...